Task: describe an organic reaction: reactants, conditions, products, and yield. Dataset: the Open Reaction Database (ORD), a public repository of structured organic reaction records Starting materials: COC(=O)CCc1cc2cc(OCCCNC(=O)NCc3ccccc3)ccc2[nH]1, [Na+], C1CCOC1, [OH-], O. The product is O=C(O)CCc1cc2cc(OCCCNC(=O)NCc3ccccc3)ccc2[nH]1. Reaction SMILES: [CH2:1]([c:2]1[cH:3][cH:4][cH:5][cH:6][cH:7]1)[NH:8][C:9](=[O:10])[NH:11][CH2:12][CH2:13][CH2:14][O:15][c:16]1[cH:17][c:18]2[cH:19][c:20]([CH2:25][CH2:26][C:27](=[O:28])[O:29][CH3:30])[nH:21][c:22]2[cH:23][cH:24]1.[Na+:33].[O:34]1[CH2:35][CH2:36][CH2:37][CH2:38]1.[OH-:32].[OH2:31]>>[CH2:1]([c:2]1[cH:3][cH:4][cH:5][cH:6][cH:7]1)[NH:8][C:9](=[O:10])[NH:11][CH2:12][CH2:13][CH2:14][O:15][c:16]1[cH:17][c:18]2[cH:19][c:20]([CH2:25][CH2:26][C:27](=[O:28])[OH:29])[nH:21][c:22]2[cH:23][cH:24]1. Reactants: C(C)(=O)OC1=C(S(=O)(=O)[O-])C=CC(=C1)C (acetoxy-tosylate), C(C)(=O)O (acetic acid). Product: OCC(C=C)OC(C)=O (1-hydroxy-2-acetoxy-3-butene). Reaction SMILES: [C:1]([O:4][C:5]1[CH:14]=[C:13](C)C=C[C:6]=1S([O-])(=O)=O)(=[O:3])[CH3:2].C(O)(=[O:18])C>>[OH:18][CH2:6][CH:5]([O:4][C:1](=[O:3])[CH3:2])[CH:14]=[CH2:13]. Procedure details: Alternatively, the acetoxy-tosylate could be prepared by initial reaction of EpB with acetic acid under palladium(0) catalysis to afford 1-hydroxy-2-acetoxy-3-butene. Tosylation under normal conditions (p-TsCl, Et3N, CH2C12, 88%) afforded the desired product. However, the isomeric inconsistency of the monoacetate material (acetyl migration during distillative purification) and the inseparability of the positional isomers of two intermediates posed significant problems, since the unwanted isomers... Starting materials: ClC=1C(=NSN1)C=1C=NC=CC1 (3-(4-chloro-1,2,5-thiadiazol-3-yl)pyridine), C(C)I (ethyl iodide). The solvent is CC(=O)C (acetone). Yields the product [I-].ClC=1C(=NSN1)C=1C=[N+](C=CC1)CC (3-(4-chloro-1,2,5-thiadiazol-3-yl)-1-ethylpyridinium iodide). As a reaction SMILES: [Cl:1][C:2]1[C:3]([C:7]2[CH:8]=[N:9][CH:10]=[CH:11][CH:12]=2)=[N:4][S:5][N:6]=1.[CH2:13]([I:15])[CH3:14]>CC(C)=O>[I-:15].[Cl:1][C:2]1[C:3]([C:7]2[CH:8]=[N+:9]([CH2:13][CH3:14])[CH:10]=[CH:11][CH:12]=2)=[N:4][S:5][N:6]=1 |f:3.4|. Procedure details: A solution of 3-(4-chloro-1,2,5-thiadiazol-3-yl)pyridine (1.13 g, 5.7 mmol) and ethyl iodide (22.65 g, 17 mmol) in acetone (15 ml) was stirred at 40° C. for 16 h. The precipitate was collected by filtration giving the title compound. Yield: 510 mg (26%). The reactants are O[C@@H]1CC[C@H](CC1)CNC(=O)[C@H]1[C@@H]([C@]2([C@H](N1[C@@H]([C@H](C1=CC=CC=C1)O)C1=CC=CC=C1)CC(C)(C)C)C(NC1=CC(=CC=C12)Cl)=O)C1=C(C(=CC=C1)Cl)F ((2′R,3′S,4′S,5′R)-6-chloro-4′-(3-chloro-2-fluoro-phenyl)-2′-(2,2-dimethyl-propyl)-1′-((1R,2S)-2-hydroxy-1,2-diphenyl-ethyl)-2-oxo-1,2-dihydro-spiro[indole-3,3′-pyrrolidine]-5′-carboxylic acid (trans-4-hydroxy-cyclohexylmethyl)-amide), C(O)([O-])=O.[Na+] (sodium hydrogencarbonate), C(C)#N (acetonitrile), [N+](=O)([O-])[O-].[NH4+].[Ce] (cerium ammonium nitrate). Solvent: C(C)(=O)OCC (ethyl acetate), O (water), CC(=O)C (acetone). Reaction conditions: temperature 0 celsius. Product: O[C@@H]1CC[C@H](CC1)CNC(=O)[C@H]1[C@@H]([C@@]2([C@@H](N1)CC(C)(C)C)C(NC1=CC(=CC=C12)Cl)=O)C1=C(C(=CC=C1)Cl)F ((2′S,3′R,4′S,5′R)-6-Chloro-4′-(3-chloro-2-fluoro-phenyl)-2′-(2,2-dimethyl-propyl)-2-oxo-1,2-dihydro-spiro[indole-3,3′-pyrrolidine]-5′-carboxylic acid (trans-4-hydroxy-cyclohexylmethyl)-amide). Reaction SMILES: [OH:1][C@H:2]1[CH2:7][CH2:6][C@H:5]([CH2:8][NH:9][C:10]([C@@H:12]2[N:16]([C@H](C3C=CC=CC=3)[C@@H](O)C3C=CC=CC=3)[C@H:15]([CH2:32][C:33]([CH3:36])([CH3:35])[CH3:34])[C@@:14]3([C:44]4[C:39](=[CH:40][C:41]([Cl:45])=[CH:42][CH:43]=4)[NH:38][C:37]3=[O:46])[C@H:13]2[C:47]2[CH:52]=[CH:51][CH:50]=[C:49]([Cl:53])[C:48]=2[F:54])=[O:11])[CH2:4][CH2:3]1.C(#N)C.[N+]([O-])([O-])=O.[NH4+].[Ce].C(=O)([O-])O.[Na+]>C(OCC)(=O)C.CC(C)=O.O>[OH:1][C@H:2]1[CH2:3][CH2:4][C@H:5]([CH2:8][NH:9][C:10]([C@@H:12]2[NH:16][C@@H:15]([CH2:32][C:33]([CH3:36])([CH3:35])[CH3:34])[C@:14]3([C:44]4[C:39](=[CH:40][C:41]([Cl:45])=[CH:42][CH:43]=4)[NH:38][C:37]3=[O:46])[C@H:13]2[C:47]2[CH:52]=[CH:51][CH:50]=[C:49]([Cl:53])[C:48]=2[F:54])=[O:11])[CH2:6][CH2:7]1 |f:2.3.4,5.6|. Procedure: In a three-neck 50 mL flask were successively introduced 0.70 g (0.91 mmol) of (2′R,3′S,4′S,5′R)-6-chloro-4′-(3-chloro-2-fluoro-phenyl)-2′-(2,2-dimethyl-propyl)-1′-((1R,2S)-2-hydroxy-1,2-diphenyl-ethyl)-2-oxo-1,2-dihydro-spiro[indole-3,3′-pyrrolidine]-5′-carboxylic acid (trans-4-hydroxy-cyclohexylmethyl)-amide, 7.0 mL of acetonitrile, 3.5 mL of distilled water and 3.5 mL of acetone. The resulting mixture was stirred and cooled to 0° C. and 0.99 g (1.81 mmol) of cerium ammonium nitrate was added ... Conditions: time 1 hour. Run in O (water), CN(C)C=O (DMF). RXN SMILES: [F:1][C:2]1[CH:7]=[CH:6][CH:5]=[CH:4][C:3]=1[C@:8]12[CH2:17][C@H:16]([OH:18])[CH2:15][CH2:14][C@H:13]1[CH2:12][S:11][C:10]([NH:19][C:20](=[O:26])[O:21][C:22]([CH3:25])([CH3:24])[CH3:23])=[N:9]2.[CH3:27][O:28][C:29]1[CH:36]=[CH:35][C:32]([CH2:33]Cl)=[CH:31][CH:30]=1.C(=O)([O-])[O-].[K+].[K+].C(OCC)(=O)C>CN(C=O)C.O>[F:1][C:2]1[CH:7]=[CH:6][CH:5]=[CH:4][C:3]=1[C@:8]12[CH2:17][C@H:16]([OH:18])[CH2:15][CH2:14][C@H:13]1[CH2:12][S:11][C:10]([N:19]([CH2:33][C:32]1[CH:35]=[CH:36][C:29]([O:28][CH3:27])=[CH:30][CH:31]=1)[C:20](=[O:26])[O:21][C:22]([CH3:23])([CH3:25])[CH3:24])=[N:9]2 |f:2.3.4|. Starting materials: C(C)(=O)OCC (Ethyl acetate), FC1=C(C=CC=C1)[C@@]12N=C(SC[C@@H]1CC[C@H](C2)O)NC(OC(C)(C)C)=O (tert-Butyl(±)-[(4aR*,7R*,8aS*)-8a-(2-fluorophenyl)-7-hydroxy-4a,5,6,7,8,8a-hexahydro-4H-benzo[d][1,3]thiazin-2-yl]carbamate), COC1=CC=C(CCl)C=C1 (p-Methoxybenzyl chloride), C([O-])([O-])=O.[K+].[K+] (potassium carbonate). Product: FC1=C(C=CC=C1)[C@@]12N=C(SC[C@@H]1CC[C@H](C2)O)N(C(OC(C)(C)C)=O)CC2=CC=C(C=C2)OC (tert-butyl(±)-[(4aR*,7R*,8aS*)-8a-(2-fluorophenyl)-7-hydroxy-4a,5,6,7,8,8a-hexahydro-4H-benzo[d][1,3]thiazin-2-yl]-(4-methoxybenzyl)carbamate). Procedure details: tert-Butyl(±)-[(4aR*,7R*,8aS*)-8a-(2-fluorophenyl)-7-hydroxy-4a,5,6,7,8,8a-hexahydro-4H-benzo[d][1,3]thiazin-2-yl]carbamate obtained in Preparation Example 58-(8) (500 mg) was dissolved in DMF (10 mL), and the mixture was cooled in an ice bath under a nitrogen atmosphere. p-Methoxybenzyl chloride (161 μL, specific gravity: 1.154 g/cm3) and potassium carbonate (247 mg) were added thereto, followed by stirring for one hour. Thereafter, the reaction solution was warmed to room temperature and stirr... The reactants are COC(=O)c1cc(Br)c(O)c(C=O)c1, O=C([O-])O, BrCc1ccccc1, CC(C)=O, [K+]. The product is COC(=O)c1cc(Br)c(OCc2ccccc2)c(C=O)c1. Reaction SMILES: [Br:1][c:2]1[cH:3][c:4]([C:5](=[O:6])[O:7][CH3:8])[cH:9][c:10]([CH:13]=[O:14])[c:11]1[OH:12].[C:23](=[O:24])([OH:25])[O-:26].[CH2:15]([c:16]1[cH:17][cH:18][cH:19][cH:20][cH:21]1)[Br:22].[CH3:28][C:29](=[O:30])[CH3:31].[K+:27]>>[Br:1][c:2]1[cH:3][c:4]([C:5](=[O:6])[O:7][CH3:8])[cH:9][c:10]([CH:13]=[O:14])[c:11]1[O:12][CH2:15][c:16]1[cH:17][cH:18][cH:19][cH:20][cH:21]1.